This data is from the Open Reaction Database (ORD), a public repository of structured organic reaction records. The task is: describe an organic reaction: reactants, conditions, products, and yield The reactants are C([O-])([O-])=O.[K+].[K+] (Potassium carbonate), Cl.C1(=CC=CC=C1)NN (phenyl hydrazine HCl salt), O=C(CC(=O)OCC)C1=C(C=C(C(=C1)F)F)F (ethyl 3-oxo-3-(2,4,5-trifluorophenyl)propanoate). Run in CCO (EtOH). Run at temperature 70 celsius. Product: C1(=CC=CC=C1)N1N=C(CC1=O)C1=C(C=C(C(=C1)F)F)F (2-phenyl-5-(2,4,5-trifluorophenyl)-2,4-dihydro-3H-pyrazol-3-one). RXN SMILES: C(=O)([O-])[O-].[K+].[K+].Cl.[C:8]1([NH:14][NH2:15])[CH:13]=[CH:12][CH:11]=[CH:10][CH:9]=1.O=[C:17]([C:24]1[CH:29]=[C:28]([F:30])[C:27]([F:31])=[CH:26][C:25]=1[F:32])[CH2:18][C:19](OCC)=[O:20]>CCO>[C:8]1([N:14]2[C:19](=[O:20])[CH2:18][C:17]([C:24]3[CH:29]=[C:28]([F:30])[C:27]([F:31])=[CH:26][C:25]=3[F:32])=[N:15]2)[CH:13]=[CH:12][CH:11]=[CH:10][CH:9]=1 |f:0.1.2,3.4|. Procedure: Potassium carbonate (153 mg, 1.10 mmol) was added to a stirred mixture of phenyl hydrazine HCl salt (160 mg, 1.10 mmol) and ethyl 3-oxo-3-(2,4,5-trifluorophenyl)propanoate (272 mg, 1.10 mmol) in EtOH (6 mL) and the mixture was heated at 70° C. for 1 hour. The solution was cooled to room temperature and was concentrated to give the title compound, which was taken on to the next step. Starting materials: CO (methanol), NC1=NC(=C(C=C1F)F)F (2-amino-3,5,6-trifluoropyridine), C[O-].[Na+].CO (sodium methoxide methanol). Solvent: C(Cl)(Cl)Cl (chloroform). Run at temperature 70 celsius. Yields the product NC1=NC(=C(C=C1F)F)OC (2-amino-3,5-difluoro-6-methoxypyridine). RXN SMILES: [CH3:1][OH:2].[NH2:3][C:4]1[C:9]([F:10])=[CH:8][C:7]([F:11])=[C:6](F)[N:5]=1.C[O-].[Na+].CO>C(Cl)(Cl)Cl>[NH2:3][C:4]1[C:9]([F:10])=[CH:8][C:7]([F:11])=[C:6]([O:2][CH3:1])[N:5]=1 |f:2.3.4|. Procedure details: To 1 ml of methanol were added 500 mg of 2-amino-3,5,6-trifluoropyridine together with 800 mg of 28% sodium methoxide/methanol solution, and the mixture was stirred at 70° C. for 3 and half hours, and allowed to cool. After adding 25 ml of chloroform, the mixture was washed with 5 ml of distilled water. The chloroform layer was dried over anhydrous magnesium sulfate, and concentrated under reduced pressure to obtain the title product. The reactants are C1CCOC1, C#CC(CC)N(C(CC)C(=O)OC)S(=O)(=O)c1ccc(Cl)cc1, [Li+], [OH-], O, O. Product: C#CC(CC)N(C(CC)C(=O)O)S(=O)(=O)c1ccc(Cl)cc1. Reaction SMILES: [CH2:28]1[O:29][CH2:30][CH2:31][CH2:32]1.[Cl:1][c:2]1[cH:3][cH:4][c:5]([S:8](=[O:9])(=[O:10])[N:11]([CH:12]([C:13]#[CH:14])[CH2:15][CH3:16])[CH:17]([C:18](=[O:19])[O:20][CH3:21])[CH2:22][CH3:23])[cH:6][cH:7]1.[Li+:26].[OH-:25].[OH2:24].[OH2:27]>>[Cl:1][c:2]1[cH:3][cH:4][c:5]([S:8](=[O:9])(=[O:10])[N:11]([CH:12]([C:13]#[CH:14])[CH2:15][CH3:16])[CH:17]([C:18](=[O:19])[OH:20])[CH2:22][CH3:23])[cH:6][cH:7]1. Starting materials: COc1ccc2c(c1)C(=O)C(Cc1ccccc1)C2, CC#N. The product is COc1ccc2c(c1)C(=CC#N)C(Cc1ccccc1)C2. As a reaction SMILES: [CH2:1]([c:2]1[cH:3][cH:4][cH:5][cH:6][cH:7]1)[CH:8]1[C:9](=[O:19])[c:10]2[cH:11][c:12]([O:17][CH3:18])[cH:13][cH:14][c:15]2[CH2:16]1.[CH3:20][C:21]#[N:22]>>[CH2:1]([c:2]1[cH:3][cH:4][cH:5][cH:6][cH:7]1)[CH:8]1[C:9](=[CH:20][C:21]#[N:22])[c:10]2[cH:11][c:12]([O:17][CH3:18])[cH:13][cH:14][c:15]2[CH2:16]1. Reactants: C(C1=CC=CC=C1)OC=1C=C(C(=O)NC2=NN(C=C2)C(=O)OC(C)(C)C)C=C(C1)O[C@H](CO[Si](C(C)C)(C(C)C)C(C)C)C (tert-butyl 3-[(3-(benzyloxy)-5-{(1S)-1-methyl-2-[(triisopropylsilyl)oxy]ethoxy}benzoyl)amino]-1H-pyrazole-1-carboxylate). The solvent is C1CCOC1.C(C)O (THF ethanol). Reaction conditions: time 6 hour. Yields the product OC=1C=C(C(=O)NC2=NN(C=C2)C(=O)OC(C)(C)C)C=C(C1)O[C@H](CO[Si](C(C)C)(C(C)C)C(C)C)C (tert-Butyl 3-[(3-hydroxy-5-{(1S)-1-methyl-2-[(triisopropylsilyl)oxy]ethoxy}benzoyl)amino]-1H-pyrazole-1-carboxylate). Yield: 91.1%. As a reaction SMILES: C([O:8][C:9]1[CH:10]=[C:11]([CH:27]=[C:28]([O:30][C@@H:31]([CH3:44])[CH2:32][O:33][Si:34]([CH:41]([CH3:43])[CH3:42])([CH:38]([CH3:40])[CH3:39])[CH:35]([CH3:37])[CH3:36])[CH:29]=1)[C:12]([NH:14][C:15]1[CH:19]=[CH:18][N:17]([C:20]([O:22][C:23]([CH3:26])([CH3:25])[CH3:24])=[O:21])[N:16]=1)=[O:13])C1C=CC=CC=1>C1COCC1.C(O)C>[OH:8][C:9]1[CH:10]=[C:11]([CH:27]=[C:28]([O:30][C@@H:31]([CH3:44])[CH2:32][O:33][Si:34]([CH:41]([CH3:43])[CH3:42])([CH:35]([CH3:37])[CH3:36])[CH:38]([CH3:39])[CH3:40])[CH:29]=1)[C:12]([NH:14][C:15]1[CH:19]=[CH:18][N:17]([C:20]([O:22][C:23]([CH3:25])([CH3:26])[CH3:24])=[O:21])[N:16]=1)=[O:13] |f:1.2|. Procedure: A solution of tert-butyl 3-[(3-(benzyloxy)-5-{(1S)-1-methyl-2-[(triisopropylsilyl)oxy]ethoxy}benzoyl)amino]-1H-pyrazole-1-carboxylate (90 mg, 0.144-mmol) in 1:1 mixture of THF/ethanol was evacuated and purged with nitrogen (×3). 10% Palladium on carbon was added and the reaction mixture was evacuated and purged with nitrogen and then evacuated and finally purged with hydrogen gas. The reaction mixture was left to stir at ambient temperature under an atmosphere of hydrogen for 6 hours. The Pallad... Reactants: O=C1C(O)=C([O-])[C@H](O1)[C@@H](O)CO.[Na+] (sodium ascorbate), O=C1C(O)=C(O)[C@H](O1)[C@@H](O)CO (ascorbic acid). Product: [OH-].[Na+] (sodium hydroxide), C([O-])(O)=O.[Na+] (sodium bicarbonate), C([O-])([O-])=O.[Na+].[Na+] (sodium carbonate). As a reaction SMILES: [O:1]=[C:2]1[O:8][C@H]([C@H](CO)O)C(O)=C1O.[O:13]=[C:14]1[O:20][C@H]([C@H](CO)O)C([O-])=C1O.[Na+:25]>>[OH-:1].[Na+:25].[C:2](=[O:1])([OH:13])[O-:8].[Na+:25].[C:14](=[O:13])([O-:1])[O-:20].[Na+:25].[Na+:25] |f:1.2,3.4,5.6,7.8.9|. Procedure details: Alternatively, ascorbic acid rather than sodium ascorbate could be used, provided that sodium hydroxide, sodium bicarbonate, or sodium carbonate were used to adjust the final pH to the desired value. The reactants are O=C([O-])[O-], COc1ccc(Cn2nc(I)c3c(Oc4ccc(N)cc4F)ccnc32)cc1, COCCOC, [Cs+], [Cs+], O=C(c1ccc(B(O)O)cc1)N1CCOCC1. Yields the product COc1ccc(Cn2nc(-c3ccc(C(=O)N4CCOCC4)cc3)c3c(Oc4ccc(N)cc4F)ccnc32)cc1. As a reaction SMILES: [C:29](=[O:30])([O-:31])[O-:32].[CH3:1][O:2][c:3]1[cH:4][cH:5][c:6]([CH2:7][n:8]2[n:9][c:10]([I:26])[c:11]3[c:12]2[n:13][cH:14][cH:15][c:16]3[O:17][c:18]2[c:19]([F:25])[cH:20][c:21]([NH2:24])[cH:22][cH:23]2)[cH:27][cH:28]1.[CH3:52][O:53][CH2:54][CH2:55][O:56][CH3:57].[Cs+:33].[Cs+:34].[O:35]1[CH2:36][CH2:37][N:38]([C:41](=[O:42])[c:43]2[cH:44][cH:45][c:46]([B:49]([OH:50])[OH:51])[cH:47][cH:48]2)[CH2:39][CH2:40]1>>[CH3:1][O:2][c:3]1[cH:4][cH:5][c:6]([CH2:7][n:8]2[n:9][c:10](-[c:46]3[cH:45][cH:44][c:43]([C:41]([N:38]4[CH2:37][CH2:36][O:35][CH2:40][CH2:39]4)=[O:42])[cH:48][cH:47]3)[c:11]3[c:12]2[n:13][cH:14][cH:15][c:16]3[O:17][c:18]2[c:19]([F:25])[cH:20][c:21]([NH2:24])[cH:22][cH:23]2)[cH:27][cH:28]1.